This data is from the Open Reaction Database (ORD), a public repository of structured organic reaction records. The task is: describe an organic reaction: reactants, conditions, products, and yield Starting materials: CCOCC (Ether), C(C)(C)(C)OC(=O)NC(C)O (N-t-butoxycarbonylaminoethanol), O1CCCC=C1 (dihydropyran), C1(=CC=C(C=C1)S(=O)(=O)[O-])C.[NH+]1=CC=CC=C1 (pyridinium p-toluenesulphonate). The solvent is ClCCl (dichloromethane). Yields the product C(C)(C)(C)OC(=O)NCCOC1OCCCC1 (2-(2-(N-t-butoxycarbonylamino)ethoxy)tetrahydropyran). Reaction SMILES: [C:1]([O:5][C:6]([NH:8][CH:9](O)[CH3:10])=[O:7])([CH3:4])([CH3:3])[CH3:2].[O:12]1[CH:17]=[CH:16][CH2:15][CH2:14][CH2:13]1.C1(C)C=CC(S([O-])(=O)=[O:25])=CC=1.[NH+]1C=CC=CC=1.CCOCC>ClCCl>[C:1]([O:5][C:6]([NH:8][CH2:9][CH2:10][O:25][CH:17]1[CH2:16][CH2:15][CH2:14][CH2:13][O:12]1)=[O:7])([CH3:4])([CH3:3])[CH3:2] |f:2.3|. Procedure: A solution of N-t-butoxycarbonylaminoethanol (2.0 g), dihydropyran (1.7 ml) and pyridinium p-toluenesulphonate (310 mg) in anhydrous dichloromethane (90 ml) was stirred at room temperature for 2 1/2 hours. Ether (150 ml) was added, the solution was washed with water (2×50 ml), dried, and the solvent removed under reduced pressure to give 2-(2-(2-(N-t-butoxycarbonylamino)ethoxy)tetrahydropyran (3.0 g) as a yellow oil. The reactants are NCCCCN1CCC(O)C1, Cc1cc(F)c(COc2nsc(NC(=O)Oc3ccccc3)c2C(N)=O)cc1F. The product is Cc1cc(F)c(COc2nsc(NC(=O)NCCCCN3CCC(O)C3)c2C(N)=O)cc1F. As a reaction SMILES: [NH2:30][CH2:31][CH2:32][CH2:33][CH2:34][N:35]1[CH2:36][CH:37]([OH:40])[CH2:38][CH2:39]1.[c:1]1([O:2][C:8]([NH:9][c:10]2[c:11]([C:26]([NH2:27])=[O:28])[c:12]([O:15][CH2:16][c:17]3[c:18]([F:25])[cH:19][c:20]([CH3:24])[c:21]([F:23])[cH:22]3)[n:13][s:14]2)=[O:29])[cH:3][cH:4][cH:5][cH:6][cH:7]1>>[C:8]([NH:9][c:10]1[c:11]([C:26]([NH2:27])=[O:28])[c:12]([O:15][CH2:16][c:17]2[c:18]([F:25])[cH:19][c:20]([CH3:24])[c:21]([F:23])[cH:22]2)[n:13][s:14]1)(=[O:29])[NH:30][CH2:31][CH2:32][CH2:33][CH2:34][N:35]1[CH2:36][CH:37]([OH:40])[CH2:38][CH2:39]1.